From a dataset of the Open Reaction Database (ORD), a public repository of structured organic reaction records. describe an organic reaction: reactants, conditions, products, and yield Reactants: C(C=1C(O)=CC=CC1)=O (salicylaldehyde), O=C(C=C)C (3-oxo-1-butene), C([O-])([O-])=O.[K+].[K+] (potassium carbonate). Run in 2, CC(CC)=O (butanone). The product is C(C)(=O)C=1COC2=CC=CC=C2C1 (3-ACETYL-2H-CHROMENE). RXN SMILES: [CH:1](=O)[C:2]1[C:3](=[CH:5][CH:6]=[CH:7][CH:8]=1)[OH:4].[O:10]=[C:11]([CH3:14])[CH:12]=[CH2:13].C(=O)([O-])[O-].[K+].[K+]>CC(=O)CC>[C:11]([C:12]1[CH2:13][O:4][C:3]2[C:2]([CH:1]=1)=[CH:8][CH:7]=[CH:6][CH:5]=2)(=[O:10])[CH3:14] |f:2.3.4|. Procedure: 1.22 g (10 mmol) of salicylaldehyde together with 0.66 g (10 mmol) of 3-oxo-1-butene are added at room temperature to a suspension of 0.14 g (1 mmol) of potassium carbonate in 50 ml of 2™butanone. The mixture is brought to reflux with stirring and this temperature is maintained for 4 hours. The reaction medium is evaporated on a water bath under vacuum and the residue taken up with 100 ml of water and extracted three times with 75 ml of diethyl ether. The organic phases are combined, washed to n... Starting materials: N1(CCNCC1)C=1C2=C(SC1C1=CC=CC=C1)C=CC=C2 (3-(piperazino)-2-phenyl-benzo(b)thiophene), C=O (formalin), C(=O)O (formic acid), N (ammonia). The solvent is CO (methanol), O (water). Product: CN1CCN(CC1)C=1C2=C(SC1C1=CC=CC=C1)C=CC=C2 (3-(4-methylpiperazino)-2-phenyl-benzo(b)thiophene). As a reaction SMILES: [N:1]1([C:7]2[C:8]3[CH:21]=[CH:20][CH:19]=[CH:18][C:9]=3[S:10][C:11]=2[C:12]2[CH:17]=[CH:16][CH:15]=[CH:14][CH:13]=2)[CH2:6][CH2:5][NH:4][CH2:3][CH2:2]1.C=O.[CH:24](O)=O.N>CO.O>[CH3:24][N:4]1[CH2:3][CH2:2][N:1]([C:7]2[C:8]3[CH:21]=[CH:20][CH:19]=[CH:18][C:9]=3[S:10][C:11]=2[C:12]2[CH:17]=[CH:16][CH:15]=[CH:14][CH:13]=2)[CH2:6][CH2:5]1. Reported procedure: A mixture of 7.0 g (24 mmole) of 3-(piperazino)-2-phenyl-benzo(b)thiophene, 3.5 milliliters of formalin at 35% (41 mmole) and 3.5 milliliters of formic acid at 98-100% (92 mmole) is refluxed for 1 hour. After cooling, it is poured into water, made alkaline with ammonia and extracted with CH2Cl2. By evaporating the organic phase dried over K2CO3, 7.2 g (98% of theory) of 3-(4'-methylpiperazino)-2-phenyl-benzo(b)thiophene are obtained: beige crystals, mp 118°-120° (methanol). Starting materials: FC1=C2C=CC=NC2=C(C=C1)O (5-fluoro-8-hydroxyquinoline), ClS(=O)(=O)O (chlorosulfonic acid). Conditions: temperature 0 celsius. Yields the product FC1=C2C=CC=NC2=C(C(=C1)S(=O)(=O)Cl)O (5-fluoro-8-hydroxy-7-quinolinesulfonyl chloride). As a reaction SMILES: [F:1][C:2]1[CH:11]=[CH:10][C:9]([OH:12])=[C:8]2[C:3]=1[CH:4]=[CH:5][CH:6]=[N:7]2.[Cl:13][S:14](O)(=[O:16])=[O:15]>>[F:1][C:2]1[CH:11]=[C:10]([S:14]([Cl:13])(=[O:16])=[O:15])[C:9]([OH:12])=[C:8]2[C:3]=1[CH:4]=[CH:5][CH:6]=[N:7]2. Procedure: A solution of 5-fluoro-8-hydroxyquinoline (0.50 g) in 4.0 mL of chlorosulfonic acid is stirred for 3 h at 90° C. and then 13 h at 105° C. The mixture is then cooled to 0° C. and poured onto 50 mL of finely divided −15° C. ice. The bright orange-red precipitate is collected by filtration, washed with four 10-mL portions of 0° C. distilled water and three 2 mL portions of diethyl ether, and dried in a stream of air to give 0.208 g of the title compound as a red-orange powder. Reactants: OC(C)(C)C1=CC=C(C=N1)C1=CC(=C(S1)[N+](=O)[O-])C(=O)N (5-[6-(1-Hydroxy-1-methylethyl)pyridin-3-yl]-2-nitrothiophene-3-carboxamide), OC(C)(C)C1=CC=C(C=N1)C1=CC(=C(S1)[N+](=O)[O-])C(=O)N (5-[6-(1-Hydroxy-1-methylethyl)pyridin-3-yl]-2-nitrothiophene-3-carboxamide), OC(C)(C)C1=CC=C(C=N1)C1=CC(=C(S1)[N+](=O)[O-])C(=O)N (5-[6-(1-Hydroxy-1-methylethyl)pyridin-3-yl]-2-nitrothiophene-3-carboxamide), ClC1=NC=C(C=C1)B(O)O (2-chloro-5-pyridine boronic acid). The product is ClC1=CC=C(C=N1)C1=CC(=C(S1)[N+](=O)[O-])C(=O)N (5-(6-Chloropyridin-3-yl)-2-nitrothiophene-3-carboxamide). Reaction SMILES: OC([C:5]1[N:10]=[CH:9][C:8]([C:11]2[S:15][C:14]([N+:16]([O-:18])=[O:17])=[C:13]([C:19]([NH2:21])=[O:20])[CH:12]=2)=[CH:7][CH:6]=1)(C)C.[Cl:22]C1C=CC(B(O)O)=CN=1>>[Cl:22][C:5]1[N:10]=[CH:9][C:8]([C:11]2[S:15][C:14]([N+:16]([O-:18])=[O:17])=[C:13]([C:19]([NH2:21])=[O:20])[CH:12]=2)=[CH:7][CH:6]=1. Reported procedure: The title compound was prepared from 5-bromo-2-nitrothiophene-3-carboxamide (Intermediate 10 Step 4) (2.0 g, 7.97 mmol) and 2-chloro-5-pyridine boronic acid (1.25 g, 7.97 mmol) according to the general procedure described in Intermediate 10 Step 5. The reactants are COC(=O)c1ccc(CN(C(=O)Nc2cc(C(F)(F)F)cc(C(F)(F)F)c2)c2ccc(C3CCCCC3)cc2)cc1, CCO, [Na+], [OH-]. The product is O=C(O)c1ccc(CN(C(=O)Nc2cc(C(F)(F)F)cc(C(F)(F)F)c2)c2ccc(C3CCCCC3)cc2)cc1. As a reaction SMILES: [CH3:1][O:2][C:3]([c:4]1[cH:5][cH:6][c:7]([CH2:10][N:11]([C:12](=[O:13])[NH:14][c:15]2[cH:16][c:17]([C:25]([F:26])([F:27])[F:28])[cH:18][c:19]([C:21]([F:22])([F:23])[F:24])[cH:20]2)[c:29]2[cH:30][cH:31][c:32]([CH:35]3[CH2:36][CH2:37][CH2:38][CH2:39][CH2:40]3)[cH:33][cH:34]2)[cH:8][cH:9]1)=[O:41].[CH3:44][CH2:45][OH:46].[Na+:43].[OH-:42]>>[O:2]=[C:3]([c:4]1[cH:5][cH:6][c:7]([CH2:10][N:11]([C:12](=[O:13])[NH:14][c:15]2[cH:16][c:17]([C:25]([F:26])([F:27])[F:28])[cH:18][c:19]([C:21]([F:22])([F:23])[F:24])[cH:20]2)[c:29]2[cH:30][cH:31][c:32]([CH:35]3[CH2:36][CH2:37][CH2:38][CH2:39][CH2:40]3)[cH:33][cH:34]2)[cH:8][cH:9]1)[OH:41]. The reactants are COC1=C(C#N)C=CC(=C1)C1OC1 (2-methoxy-4-(oxiran-2-yl)benzonitrile), OC[C@H]1CN(CCN1)C(=O)OC(C)(C)C (tert-butyl (3R)-3-(hydroxymethyl)piperazine-1-carboxylate). Run in CCO (EtOH). The product is C(#N)C1=C(C=C(C=C1)C(CN1[C@H](CN(CC1)C(=O)OC(C)(C)C)CO)O)OC (tert-Butyl (3R)-4-[2-(4-cyano-3-methoxyphenyl)-2-hydroxyethyl]-3 (hydroxymethyl)piperazine1-carboxylate). Reaction SMILES: [CH3:1][O:2][C:3]1[CH:10]=[C:9]([CH:11]2[CH2:13][O:12]2)[CH:8]=[CH:7][C:4]=1[C:5]#[N:6].[OH:14][CH2:15][C@@H:16]1[NH:21][CH2:20][CH2:19][N:18]([C:22]([O:24][C:25]([CH3:28])([CH3:27])[CH3:26])=[O:23])[CH2:17]1>CCO>[C:5]([C:4]1[CH:7]=[CH:8][C:9]([CH:11]([OH:12])[CH2:13][N:21]2[CH2:20][CH2:19][N:18]([C:22]([O:24][C:25]([CH3:26])([CH3:27])[CH3:28])=[O:23])[CH2:17][C@@H:16]2[CH2:15][OH:14])=[CH:10][C:3]=1[O:2][CH3:1])#[N:6]. Procedure: A Pyrex vessel was charged with magnetic stirring bar, (2.0 g, 11.42 mmol) of 2-methoxy-4-(oxiran-2-yl)benzonitrile, (3.70 g, 17.12 mmol) of tert-butyl (3R)-3-(hydroxymethyl)piperazine-1-carboxylate, and 6 mL of EtOH. Then it was introduced in the microwave reactor and irradiated at 150° C. for 3 h. The mixture was cooled to room temperature and the solvent was evaporated and the resulting residue was purified by column chromatography (silica gel, 1-20% dichloromethane/MeOH) which afforded the p... The reactants are S(=O)(=O)([O-])C1=CC=C(C)C=C1.C(C1=CC=CC=C1)[N+]1=CC=CC=C1 (N-benzylpyridinium tosylate), F[Sb-](F)(F)(F)(F)F.[Na+] (sodium hexafluoroantimonate). Run in O (water). Product: F[Sb-](F)(F)(F)(F)F.C(C1=CC=CC=C1)[N+]1=CC=CC=C1 (N-benzylpyridinium hexafluoro-antimonate). Isolated yield 72.0%. As a reaction SMILES: S(C1C=CC(C)=CC=1)([O-])(=O)=O.[CH2:12]([N+:19]1[CH:24]=[CH:23][CH:22]=[CH:21][CH:20]=1)[C:13]1[CH:18]=[CH:17][CH:16]=[CH:15][CH:14]=1.[F:25][Sb-:26]([F:31])([F:30])([F:29])([F:28])[F:27].[Na+]>O>[F:25][Sb-:26]([F:31])([F:30])([F:29])([F:28])[F:27].[CH2:12]([N+:19]1[CH:24]=[CH:23][CH:22]=[CH:21][CH:20]=1)[C:13]1[CH:18]=[CH:17][CH:16]=[CH:15][CH:14]=1 |f:0.1,2.3,5.6|. Reported procedure: 34.13 g (0.1 mol) of N-benzylpyridinium tosylate obtained in Example 1 was dissolved in 100 of water, and was added to 25.88 g (0.1 mol) of sodium hexafluoroantimonate. The precipitated while solid was washed with ether and dried to give the titled compound. Yield: 72%.